Dataset: the Open Reaction Database (ORD), a public repository of structured organic reaction records. Task: describe an organic reaction: reactants, conditions, products, and yield Starting materials: COc1cc(C(=O)Cl)cc(OC)c1OC, Nc1cccc2cnccc12. Yields the product COc1cc(C(=O)Nc2cccc3cnccc23)cc(OC)c1OC. As a reaction SMILES: [CH3:1][O:2][c:3]1[cH:4][c:5]([C:6](=[O:7])[Cl:8])[cH:9][c:10]([O:14][CH3:15])[c:11]1[O:12][CH3:13].[NH2:16][c:17]1[c:18]2[cH:19][cH:20][n:21][cH:22][c:23]2[cH:24][cH:25][cH:26]1>>[CH3:1][O:2][c:3]1[cH:4][c:5]([C:6](=[O:7])[NH:16][c:17]2[c:18]3[cH:19][cH:20][n:21][cH:22][c:23]3[cH:24][cH:25][cH:26]2)[cH:9][c:10]([O:14][CH3:15])[c:11]1[O:12][CH3:13].